This data is from the Open Reaction Database (ORD), a public repository of structured organic reaction records. The task is: describe an organic reaction: reactants, conditions, products, and yield Starting materials: ClC=1C=NC=CC1NC(=O)C1=CC2=C(C3=C(OCC2)C=CC=C3)S1 (N-(3-chloropyridin-4-yl)-4,5-dihydrobenzo[b]thieno[2,3-d]oxepine-2-carboxamide), CN(C)C=O (DMF), [H-].[Na+] (sodium hydride), CI (methyl iodide). Reaction SMILES: [Cl:1][C:2]1[CH:3]=[N:4][CH:5]=[CH:6][C:7]=1[NH:8][C:9]([C:11]1[S:24][C:14]2[C:15]3[CH:23]=[CH:22][CH:21]=[CH:20][C:16]=3[O:17][CH2:18][CH2:19][C:13]=2[CH:12]=1)=[O:10].[CH3:25]N(C=O)C.[H-].[Na+].CI>>[Cl:1][C:2]1[CH:3]=[N:4][CH:5]=[CH:6][C:7]=1[N:8]([CH3:25])[C:9]([C:11]1[S:24][C:14]2[C:15]3[CH:23]=[CH:22][CH:21]=[CH:20][C:16]=3[O:17][CH2:18][CH2:19][C:13]=2[CH:12]=1)=[O:10] |f:2.3|. Run at time 10 minute. Procedure details: Following Example 17, 4,5-dihydrobenzo[b]thieno[2,3-d]oxepine-2-carbonylchloride and 4-amino-3-chloropyridine were reacted to give N-(3-chloropyridin-4-yl)-4,5-dihydrobenzo[b]thieno[2,3-d]oxepine-2-carboxamide. To a solution of N-(3-chloropyridin-4-yl)-4,5-dihydrobenzo[b]thieno[2,3-d]oxepine-2-carboxamide (0.340 g, 0.953 mmol) in DMF (5 mL, 60 mmol) was added sodium hydride (0.0381 g, 0.953 mmol). The reaction mixture was stirred at room temperature for about 10 min. followed by the addition of ... Yields the product ClC=1C=NC=CC1N(C(=O)C1=CC2=C(C3=C(OCC2)C=CC=C3)S1)C (N-(3-chloropyridin-4-yl)-N-methyl-4,5-dihydrobenzo[b]thieno[2,3-d]oxepine-2-carboxamide). Starting materials: solution, C(CCC)[Li] (n-butyl lithium), [NH4+].[Cl-] (NH4Cl), C(C1=CC=CC=C1)N1CCC(CCC1)=O (1-benzylazepan-4-one), CCOC(=O)C (EtOAc), CCOC(=O)C (EtOAc). The solvent is C1CCOC1 (THF), CCCCCC (hexane), C1CCOC1 (THF), O (water). Conditions: temperature 0 celsius, time 40 minute. The product is C(C1=CC=CC=C1)N1CCC(CCC1)(O)CC(=O)OCC (ethyl (1-benzyl-4-hydroxyazepan-4-yl)acetate). Reaction SMILES: C([Li])CCC.[CH2:6]([N:13]1[CH2:19][CH2:18][CH2:17][C:16](=[O:20])[CH2:15][CH2:14]1)[C:7]1[CH:12]=[CH:11][CH:10]=[CH:9][CH:8]=1.[NH4+].[Cl-].[CH3:23][CH2:24][O:25][C:26]([CH3:28])=[O:27]>C1COCC1.CCCCCC.O>[CH2:6]([N:13]1[CH2:19][CH2:18][CH2:17][C:16]([CH2:28][C:26]([O:25][CH2:24][CH3:23])=[O:27])([OH:20])[CH2:15][CH2:14]1)[C:7]1[CH:8]=[CH:9][CH:10]=[CH:11][CH:12]=1 |f:2.3|. Procedure: To a solution of DIPA (3.1 mL) in THF (30 mL) was added dropwise a 2.6 M solution (8.6 mL) of n-butyl lithium in hexane at −70° C. After stirring at 0° C. for 40 minutes, EtOAc (2.3 mL) was added dropwise thereto at −70° C., followed by stirring for 5 minutes. A solution of 1-benzylazepan-4-one (3.6 g) in THF (10 mL) was added dropwise thereto, followed by stirring for 40 minutes. To the reaction mixture was added a saturated aqueous NH4Cl solution, followed by addition of water and extraction w... Reactants: FC1=CC=C(OC2=CC=C(C=C2)S(=O)(=O)NCCC2=C(C=CC=C2)OCCN2CCCCC2)C=C1 (4-(4-fluorophenoxy)-N-{2-[2-(2-piperidin-1-ylethoxy)phenyl]-ethyl}benzenesulfonamide), C(C=O)(=O)O (glyoxylic acid). Solvent: FC(C(=O)O)(F)F (trifluoroacetic acid). Conditions: time 8 hour. The product is FC1=CC=C(OC2=CC=C(C=C2)S(=O)(=O)N2C(C3=CC=CC(=C3CC2)OCCN2CCCCC2)C(=O)O)C=C1 (2-[4-(4-Fluorophenoxy)benzenesulfonyl]-5-(2-piperidin-1-ylethoxy)-1,2,3,4-tetra-hydroisoquinoline-1-carboxylic acid). Isolated yield 52.0%. RXN SMILES: [F:1][C:2]1[CH:35]=[CH:34][C:5]([O:6][C:7]2[CH:12]=[CH:11][C:10]([S:13]([NH:16][CH2:17][CH2:18][C:19]3[CH:24]=[CH:23][CH:22]=[CH:21][C:20]=3[O:25][CH2:26][CH2:27][N:28]3[CH2:33][CH2:32][CH2:31][CH2:30][CH2:29]3)(=[O:15])=[O:14])=[CH:9][CH:8]=2)=[CH:4][CH:3]=1.[C:36]([OH:40])(=[O:39])[CH:37]=O>FC(F)(F)C(O)=O>[F:1][C:2]1[CH:3]=[CH:4][C:5]([O:6][C:7]2[CH:8]=[CH:9][C:10]([S:13]([N:16]3[CH2:17][CH2:18][C:19]4[C:24](=[CH:23][CH:22]=[CH:21][C:20]=4[O:25][CH2:26][CH2:27][N:28]4[CH2:29][CH2:30][CH2:31][CH2:32][CH2:33]4)[CH:37]3[C:36]([OH:40])=[O:39])(=[O:15])=[O:14])=[CH:11][CH:12]=2)=[CH:34][CH:35]=1. Procedure: 110 mg (0.221 mmol) of 4-(4-fluorophenoxy)-N-{2-[2-(2-piperidin-1-ylethoxy)phenyl]-ethyl}benzenesulfonamide are stirred together with 49.1 μl (0.441 mmol) of glyoxylic acid (50% strength in H2O) in 5 ml of trifluoroacetic acid at room temperature. After standing overnight, the mixture is concentrated in vacuo and the residue is chromatographed on silica gel, resulting in the desired carboxylic acid in a yield of 52%. Reactants: COc1ccc(Cl)c(Nc2ncnc3cc(OCc4ccccc4)cc(OCCCN4CCCC4)c23)c1, C1CCOC1, CCO, [H][H]. The product is COc1ccc(Cl)c(Nc2ncnc3cc(O)cc(OCCCN4CCCC4)c23)c1. As a reaction SMILES: [CH2:1]([c:2]1[cH:3][cH:4][cH:5][cH:6][cH:7]1)[O:8][c:9]1[cH:10][c:11]([O:29][CH2:30][CH2:31][CH2:32][N:33]2[CH2:34][CH2:35][CH2:36][CH2:37]2)[c:12]2[c:13]([NH:19][c:20]3[c:21]([Cl:28])[cH:22][cH:23][c:24]([O:26][CH3:27])[cH:25]3)[n:14][cH:15][n:16][c:17]2[cH:18]1.[CH2:43]1[O:44][CH2:45][CH2:46][CH2:47]1.[CH3:38][CH2:39][OH:40].[H:41][H:42]>>[OH:8][c:9]1[cH:10][c:11]([O:29][CH2:30][CH2:31][CH2:32][N:33]2[CH2:34][CH2:35][CH2:36][CH2:37]2)[c:12]2[c:13]([NH:19][c:20]3[c:21]([Cl:28])[cH:22][cH:23][c:24]([O:26][CH3:27])[cH:25]3)[n:14][cH:15][n:16][c:17]2[cH:18]1. Starting materials: ClC=1C=C2C(=NNC2=CC1)CN1N=C2N(C(N(C(C2=C1C1=CC(=CN1C)C(=O)O)=O)C)=O)CC1CC1 (5-[2-[(5-chloro-1H-indazol-3-yl)methyl]-7-(cyclopropylmethyl)-5-methyl-4,6-dioxo-4,5,6,7-tetrahydro-2H-pyrazolo[3,4-d]pyrimidin-3-yl]-1-methyl-1H-pyrrole-3-carboxylic acid), N (ammonia), C(#N)P(OCC)(OCC)=O (diethyl cyanophosphonate). Yields the product ClC=1C=C2C(=NNC2=CC1)CN1N=C2N(C(N(C(C2=C1C1=CC(=CN1C)C(=O)NC)=O)C)=O)CC1CC1 (5-[2-[(5-chloro-1H-indazol-3-yl)methyl]-7-(cyclopropylmethyl)-5-methyl-4,6-dioxo-4,5,6,7-tetrahydro-2H-pyrazolo[3,4-d]pyrimidin-3-yl]-N,1-dimethyl-1H-pyrrole-3-carboxamide). Reaction SMILES: [Cl:1][C:2]1[CH:3]=[C:4]2[C:8](=[CH:9][CH:10]=1)[NH:7][N:6]=[C:5]2[CH2:11][N:12]1[C:20]([C:21]2[N:25]([CH3:26])[CH:24]=[C:23]([C:27](O)=[O:28])[CH:22]=2)=[C:19]2[C:14]([N:15]([CH2:33][CH:34]3[CH2:36][CH2:35]3)[C:16](=[O:32])[N:17]([CH3:31])[C:18]2=[O:30])=[N:13]1.N.[C:38](P(=O)(OCC)OCC)#[N:39]>>[Cl:1][C:2]1[CH:3]=[C:4]2[C:8](=[CH:9][CH:10]=1)[NH:7][N:6]=[C:5]2[CH2:11][N:12]1[C:20]([C:21]2[N:25]([CH3:26])[CH:24]=[C:23]([C:27]([NH:39][CH3:38])=[O:28])[CH:22]=2)=[C:19]2[C:14]([N:15]([CH2:33][CH:34]3[CH2:36][CH2:35]3)[C:16](=[O:32])[N:17]([CH3:31])[C:18]2=[O:30])=[N:13]1. Reported procedure: This compound was synthesized by the reaction of 5-[2-[(5-chloro-1H-indazol-3-yl)methyl]-7-(cyclopropylmethyl)-5-methyl-4,6-dioxo-4,5,6,7-tetrahydro-2H-pyrazolo[3,4-d]pyrimidin-3-yl]-1-methyl-1H-pyrrole-3-carboxylic acid and ammonia using diethyl cyanophosphonate as a coupling reagent. Mass: 521.15 (M+H). The reactants are C1(=CC=CC=C1)NC=1C=CC(=NC1)C#N (5-phenylamino-pyridine-2-carbonitrile), [OH-].[Na+] (NaOH), O (water). Run in CCO (EtOH). The product is C1(=CC=CC=C1)NC=1C=CC(=NC1)C(=O)O (5-phenylamino-pyridine-2-carboxylic acid). Yield: 87.0%. Reaction SMILES: [C:1]1([NH:7][C:8]2[CH:9]=[CH:10][C:11]([C:14]#N)=[N:12][CH:13]=2)[CH:6]=[CH:5][CH:4]=[CH:3][CH:2]=1.[OH-:16].[Na+].[OH2:18]>CCO>[C:1]1([NH:7][C:8]2[CH:9]=[CH:10][C:11]([C:14]([OH:18])=[O:16])=[N:12][CH:13]=2)[CH:6]=[CH:5][CH:4]=[CH:3][CH:2]=1 |f:1.2|. Reported procedure: A mixture of BINAP (0.167 g, 0.00027 mole), palladium acetate (0.06 g, 0.00027 mole) and toluene (10 mL) was degassed with argon for 15 minutes. This mixture was then added to a mixture of aniline (0.5 g, 0.00537 mole), 3-chloro-6-cyanopyridine (0.893 g, 0.00645 mole) and cesium carbonate (3.49 g, 0.01075 mole) in toluene (10 mL). The resulting mixture was heated to reflux for 22 hours. The reaction mixture was then concentrated under reduced pressure and the residue was extracted with ethyl ace... The reactants are BrC1=NC(=CC=C1)C#CC1=CC(=CC=C1)C(=O)OC (2-bromo-6-[2-(3-methoxycarbonylphenyl)-ethinyl]-pyridine), S(O)(O)(=O)=O (sulfuric acid). Conditions: time 1.5 hour. Yields the product BrC1=NC(=CC=C1)CC(C1=CC(=CC=C1)C(=O)OC)=O (2-bromo-6-[(3-methoxycarbonylbenzoyl)-methyl]-pyridine). RXN SMILES: [Br:1][C:2]1[CH:7]=[CH:6][CH:5]=[C:4]([C:8]#[C:9][C:10]2[CH:15]=[CH:14][CH:13]=[C:12]([C:16]([O:18][CH3:19])=[O:17])[CH:11]=2)[N:3]=1.S(=O)(=O)(O)[OH:21]>>[Br:1][C:2]1[CH:7]=[CH:6][CH:5]=[C:4]([CH2:8][C:9](=[O:21])[C:10]2[CH:15]=[CH:14][CH:13]=[C:12]([C:16]([O:18][CH3:19])=[O:17])[CH:11]=2)[N:3]=1. Reported procedure: A solution of 5.2 g of 2-bromo-6-[2-(3-methoxycarbonylphenyl)-ethinyl]-pyridine in 30 ml of 60% sulfuric acid is heated to 140° C. with stirring for 1.5 hours. After cooling to room temperature, the reaction mixture is poured on ice water, the precipitate is suctioned off, and washed neutral with water. After drying at 50° C. in a vacuum, the crude product is dissolved in 35 ml of methanol, mixed with 3 drops of concentrated sulfuric acid and refluxed for 8 hours. Then, the reaction mixture is c... The reactants are C(=O)(OCC1=CC=CC=C1)NCC(=O)NCC(=O)NN1C=NC2=CC=C(C=C2C1(C1=CC=CC=C1)O)Cl (3-(Nα -carbobenzoxyglycyl-glycylamino)-4-hydroxy-4-phenyl-6-chloro-3,4-dihydroquinazoline). The solvent is C(C)(=O)O (acetic acid). Yields the product ClC=1C=CC(=C(C(=O)C2=CC=CC=C2)C1)N1C(=NN=C1)CNC(CNC(=O)OCC1=CC=CC=C1)=O (5-chloro-2-[3-(N-carbobenzoxyglycyl)aminomethyl-4H-1,2,4-triazol-4-yl]-benzophenone). Yield: 35.6%. As a reaction SMILES: [C:1]([NH:11][CH2:12][C:13]([NH:15][CH2:16][C:17]([NH:19][N:20]1[C:29]([OH:36])([C:30]2[CH:35]=[CH:34][CH:33]=[CH:32][CH:31]=2)[C:28]2[C:23](=[CH:24][CH:25]=[C:26]([Cl:37])[CH:27]=2)[N:22]=[CH:21]1)=O)=[O:14])([O:3][CH2:4][C:5]1[CH:10]=[CH:9][CH:8]=[CH:7][CH:6]=1)=[O:2]>C(O)(=O)C>[Cl:37][C:26]1[CH:25]=[CH:24][C:23]([N:22]2[CH:21]=[N:20][N:19]=[C:17]2[CH2:16][NH:15][C:13](=[O:14])[CH2:12][NH:11][C:1]([O:3][CH2:4][C:5]2[CH:10]=[CH:9][CH:8]=[CH:7][CH:6]=2)=[O:2])=[C:28]([CH:27]=1)[C:29]([C:30]1[CH:35]=[CH:34][CH:33]=[CH:32][CH:31]=1)=[O:36]. Reported procedure: A solution of 3-(Nα -carbobenzoxyglycyl-glycylamino)-4-hydroxy-4-phenyl-6-chloro-3,4-dihydroquinazoline (1.5 g) in acetic acid (20 ml) is refluxed with heating for 2 hours. The reaction mixture is evaporated under reduced pressure, and the residue is dissolved in ethyl acetate (30 ml). The ethyl acetate layer is washed with aqueous sodium bicarbonate and water in order, dried over sodium sulfate and evaporated under reduced pressure to remove the solvent. The residue is chromatographed on a colu... Reactants: C(=O)(O)C=1C=CC2=C(C(OC(=N2)C2=C(C(=CC=C2)OC)OCC)=O)C1 (6-carboxy-2-(2'-ethoxy-3'-methoxy-phenyl)-4H-3,1-benzoxazin-4-one), [OH-].[NH4+] (ammonium hydroxide). The solvent is [OH-].[Na+] (NaOH). Product: C(=O)(O)C=1C=C2C(NC(=NC2=CC1)C1=C(C(=CC=C1)OC)OCC)=O (6-carboxy-2-(2'-ethoxy-3'-methoxy-phenyl)-3,4-dihydro-4-oxo-quinazoline). As a reaction SMILES: [C:1]([C:4]1[CH:5]=[CH:6][C:7]2[N:12]=[C:11]([C:13]3[CH:18]=[CH:17][CH:16]=[C:15]([O:19][CH3:20])[C:14]=3[O:21][CH2:22][CH3:23])[O:10][C:9](=O)[C:8]=2[CH:25]=1)([OH:3])=[O:2].[OH-].[NH4+:27]>[OH-].[Na+]>[C:1]([C:4]1[CH:25]=[C:8]2[C:7](=[CH:6][CH:5]=1)[N:12]=[C:11]([C:13]1[CH:18]=[CH:17][CH:16]=[C:15]([O:19][CH3:20])[C:14]=1[O:21][CH2:22][CH3:23])[NH:27][C:9]2=[O:10])([OH:3])=[O:2] |f:1.2,3.4|. Reported procedure: The yield is 5 g of 6-carboxy-2-(2'-ethoxy-3'-methoxy-phenyl)-4H-3,1-benzoxazin-4-one (m.p.=175°-177° C.), which are reacted at room temperature first with 70 ml of 32% ammonium hydroxide for 4 hours and then with 20 ml of 2N NaOH overnight. After acidification with 4N HCl, the precipitate is filtered off and crystallized from ethanol to give 6-carboxy-2-(2'-ethoxy-3'-methoxy-phenyl)-3,4-dihydro-4-oxo-quinazoline (3 g; m.p. 228°-229° C.). Reactants: COCCCn1c(C2CCCN(C(=O)OC(C)(C)C)C2)nc2c(Cl)cccc21, ClCCl, O=C(O)C(F)(F)F. Product: COCCCn1c(C2CCCNC2)nc2c(Cl)cccc21. Reaction SMILES: [C:1]([O:2][C:3](=[O:4])[N:8]1[CH2:9][CH:10]([c:14]2[n:15][c:16]3[c:17]([n:18]2[CH2:19][CH2:20][CH2:21][O:22][CH3:23])[cH:24][cH:25][cH:26][c:27]3[Cl:28])[CH2:11][CH2:12][CH2:13]1)([CH3:5])([CH3:6])[CH3:7].[Cl:36][CH2:37][Cl:38].[OH:29][C:30]([C:31]([F:32])([F:33])[F:34])=[O:35]>>[NH:8]1[CH2:9][CH:10]([c:14]2[n:15][c:16]3[c:17]([n:18]2[CH2:19][CH2:20][CH2:21][O:22][CH3:23])[cH:24][cH:25][cH:26][c:27]3[Cl:28])[CH2:11][CH2:12][CH2:13]1.